Dataset: the Open Reaction Database (ORD), a public repository of structured organic reaction records. Task: describe an organic reaction: reactants, conditions, products, and yield Starting materials: CNCC=O, CS(=O)(=O)c1nnc(N=C=O)s1, c1ccccc1. Product: CN(CC=O)C(=O)Nc1nnc(S(C)(=O)=O)s1. RXN SMILES: [CH3:13][NH:14][CH2:15][CH:16]=[O:17].[CH3:1][S:2](=[O:3])(=[O:4])[c:5]1[n:6][n:7][c:8]([N:10]=[C:11]=[O:12])[s:9]1.[cH:18]1[cH:19][cH:20][cH:21][cH:22][cH:23]1>>[CH3:1][S:2](=[O:3])(=[O:4])[c:5]1[n:6][n:7][c:8]([NH:10][C:11](=[O:12])[N:14]([CH3:13])[CH2:15][CH:16]=[O:17])[s:9]1. Reactants: [BH3-]C#N, CC(C)=O, CO, Cl, [Na+], O, Oc1ccc(N2CCNCC2)cc1. Yields the product CC(C)N1CCN(c2ccc(O)cc2)CC1. As a reaction SMILES: [C:1]([BH3-:2])#[N:3].[CH3:18][C:19]([CH3:20])=[O:21].[CH3:23][OH:24].[ClH:22].[Na+:4].[OH2:25].[OH:5][c:6]1[cH:7][cH:8][c:9]([N:12]2[CH2:13][CH2:14][NH:15][CH2:16][CH2:17]2)[cH:10][cH:11]1>>[OH:5][c:6]1[cH:7][cH:8][c:9]([N:12]2[CH2:13][CH2:14][N:15]([CH:19]([CH3:18])[CH3:20])[CH2:16][CH2:17]2)[cH:10][cH:11]1. Yields the product COC(=O)C1CC(OC2CCN(C(C)=O)CC2)CCC1C(=O)OC(C)(C)C. Reactants: CC(=O)Cl, CN1CCOCC1, CC#N, Cl, COC(=O)C1CC(OC2CCNCC2)CCC1C(=O)OC(C)(C)C. RXN SMILES: [CH3:1][C:2]([Cl:3])=[O:4].[CH3:30][N:31]1[CH2:32][CH2:33][O:34][CH2:35][CH2:36]1.[CH3:37][C:38]#[N:39].[ClH:5].[NH:6]1[CH2:7][CH2:8][CH:9]([O:12][CH:13]2[CH2:14][CH:15]([C:26](=[O:27])[O:28][CH3:29])[CH:16]([C:19](=[O:20])[O:21][C:22]([CH3:23])([CH3:24])[CH3:25])[CH2:17][CH2:18]2)[CH2:10][CH2:11]1>>[CH3:1][C:2](=[O:4])[N:6]1[CH2:7][CH2:8][CH:9]([O:12][CH:13]2[CH2:14][CH:15]([C:26](=[O:27])[O:28][CH3:29])[CH:16]([C:19](=[O:20])[O:21][C:22]([CH3:23])([CH3:24])[CH3:25])[CH2:17][CH2:18]2)[CH2:10][CH2:11]1. Reactants: C(#N)C(C(=O)OCC)=C (ethyl 2-cyanoacrylate), C(=O)(O)[O-].[Na+] (NaHCO3), C1CC(=O)N(C1=O)Cl (NCS), FC=1C=C(C=NO)C=C(C1)F (3,5-difluorobenzaldehyde oxime). The solvent is CN(C)C=O (DMF), O (water). Reaction conditions: temperature 40 celsius, time 1 hour. Yields the product C(#N)C1(CC(=NO1)C1=CC(=CC(=C1)F)F)C(=O)OCC (ethyl 5-cyano-3-(3,5-difluorophenyl)-4,5-dihydro-1,2-oxazole-5-carboxylate). As a reaction SMILES: C1C(=O)N(Cl)C(=O)C1.[F:9][C:10]1[CH:11]=[C:12]([CH:16]=[C:17]([F:19])[CH:18]=1)[CH:13]=[N:14][OH:15].[C:20]([C:22](=[CH2:28])[C:23]([O:25][CH2:26][CH3:27])=[O:24])#[N:21].C([O-])(O)=O.[Na+]>CN(C=O)C.O>[C:20]([C:22]1([C:23]([O:25][CH2:26][CH3:27])=[O:24])[O:15][N:14]=[C:13]([C:12]2[CH:11]=[C:10]([F:9])[CH:18]=[C:17]([F:19])[CH:16]=2)[CH2:28]1)#[N:21] |f:3.4|. Procedure: NCS (850 mg, 6.37 mmol) was added to a solution of 3,5-difluorobenzaldehyde oxime (1.00 g, 6.37 mmol) in DMF (60 ml), and the mixture was stirred at 40° C. for 1 h. Heating was then switched off, and ethyl 2-cyanoacrylate (1.20 g, 9.55 mmol) and NaHCO3 (561 mg, 6.68 mmol) were added. The mixture was stirred at RT for 2 h, and water (400 ml) was then added. The mixture was extracted with MTBE (3×50 ml), and the combined organic phases were washed with dilute sulfuric acid (0.5 M, ml), dried over ... Starting materials: Cl (hydrochloric acid), C(C1=CC=CC=C1)OCCCCCCCCC(C(F)(F)F)(F)F (1-benzyloxy-9,9,10,10,10-pentafluoro-decane), [Cl-].[Cl-].[Cl-].[Al+3] (aluminum trichloride), CN(C1=CC=CC=C1)C (N,N-dimethylaniline). The solvent is C(Cl)Cl (methylene chloride). Run at time 5 minute. Product: FC(CCCCCCCCO)(C(F)(F)F)F (9,9,10,10,10-pentafluoro-decan-1-ol). The yield is 40.9%. RXN SMILES: C([O:8][CH2:9][CH2:10][CH2:11][CH2:12][CH2:13][CH2:14][CH2:15][CH2:16][C:17]([F:23])([F:22])[C:18]([F:21])([F:20])[F:19])C1C=CC=CC=1.CN(C)C1C=CC=CC=1.[Cl-].[Cl-].[Cl-].[Al+3].Cl>C(Cl)Cl>[F:22][C:17]([F:23])([C:18]([F:19])([F:20])[F:21])[CH2:16][CH2:15][CH2:14][CH2:13][CH2:12][CH2:11][CH2:10][CH2:9][OH:8] |f:2.3.4.5|. Procedure details: 26 g of 1-benzyloxy-9,9,10,10,10-pentafluoro-decane is dissolved in 1000 ml of absolute methylene chloride, mixed with 28.9 ml of N,N-dimethylaniline at 0° C. and stirred for 5 minutes. Then, 41.1 g of aluminum trichloride is added in portions, and the reaction mixture is heated for 45 minutes to 50° C. For working-up, the batch is allowed to come to room temperature, it is stirred into 2N hydrochloric acid, extracted 3 times with methylene chloride, the organic phase is washed with common salt ... The reactants are CC(C)C1=CC(=C(C(=C1)C(C)C)C2=C(C=CC=C2)P(C3CCCCC3)C4CCCCC4)C(C)C (X-Phos), BrC1=CC(=C(CN2[C@H](COCC2)C)C=C1F)F ((S)-4-(4-Bromo-2,5-difluorobenzyl)-3-methylmorpholine), FC=1C(=NC(=NC1)N)C1=CN=C(N1C1CCOCC1)C (5-fluoro-4-(2-methyl-1-(tetrahydro-2H-pyran-4-yl)-1H-imidazol-5-yl)pyrimidin-2-amine), CC(C)([O-])C.[K+] (potassium tert-butoxide). The reagents and catalysts are C=1C=CC(=CC1)/C=C/C(=O)/C=C/C2=CC=CC=C2.C=1C=CC(=CC1)/C=C/C(=O)/C=C/C2=CC=CC=C2.C=1C=CC(=CC1)/C=C/C(=O)/C=C/C2=CC=CC=C2.[Pd].[Pd] (Pd2(dba)3). The solvent is O1CCOCC1 (dioxane), CN(C)C=O (DMF). Reaction conditions: temperature 120 celsius. The product is FC1=C(C=C(C(=C1)CN1[C@H](COCC1)C)F)NC1=NC=C(C(=N1)C1=CN=C(N1C1CCOCC1)C)F (N-(2,5-Difluoro-4-(((S)-3-methylmorpholino)methyl)phenyl)-5-fluoro-4-(2-methyl-1-(tetrahydro-2H-pyran-4-yl)-1H-imidazol-5-yl)pyrimidin-2-amine). RXN SMILES: Br[C:2]1[C:15]([F:16])=[CH:14][C:5]([CH2:6][N:7]2[CH2:12][CH2:11][O:10][CH2:9][C@@H:8]2[CH3:13])=[C:4]([F:17])[CH:3]=1.[F:18][C:19]1[C:20]([C:26]2[N:30]([CH:31]3[CH2:36][CH2:35][O:34][CH2:33][CH2:32]3)[C:29]([CH3:37])=[N:28][CH:27]=2)=[N:21][C:22]([NH2:25])=[N:23][CH:24]=1.CC(C)([O-])C.[K+].CC(C1C=C(C(C)C)C(C2C=CC=CC=2P(C2CCCCC2)C2CCCCC2)=C(C(C)C)C=1)C>O1CCOCC1.C1C=CC(/C=C/C(/C=C/C2C=CC=CC=2)=O)=CC=1.C1C=CC(/C=C/C(/C=C/C2C=CC=CC=2)=O)=CC=1.C1C=CC(/C=C/C(/C=C/C2C=CC=CC=2)=O)=CC=1.[Pd].[Pd].CN(C=O)C>[F:16][C:15]1[CH:14]=[C:5]([CH2:6][N:7]2[CH2:12][CH2:11][O:10][CH2:9][C@@H:8]2[CH3:13])[C:4]([F:17])=[CH:3][C:2]=1[NH:25][C:22]1[N:21]=[C:20]([C:26]2[N:30]([CH:31]3[CH2:32][CH2:33][O:34][CH2:35][CH2:36]3)[C:29]([CH3:37])=[N:28][CH:27]=2)[C:19]([F:18])=[CH:24][N:23]=1 |f:2.3,6.7.8.9.10|. Procedure details: (S)-4-(4-Bromo-2,5-difluorobenzyl)-3-methylmorpholine (430 mg, 1.40 mmol), 5-fluoro-4-(2-methyl-1-(tetrahydro-2H-pyran-4-yl)-1H-imidazol-5-yl)pyrimidin-2-amine (389 mg, 1.40 mmol) and potassium tert-butoxide (158 mg, 1.40 mmol) were mixed in dioxane (7 mL) and argon was bubbled through the mixture for 5 minutes. Pd2(dba)3 (154 mg, 0.17 mmol) and X-Phos (161 mg, 0.34 mmol) were added followed by DMF (1.75 mL) and the reaction mixture was heated in a microwave reactor at 120° C. for 40 minutes. The reactants are BrC=1OC(=CC1)C#N (2-bromo-5-cyanofuran), CC1(OC(NC2=C1C=C(C=C2)B(O)O)=O)C ((1,4-dihydro-4,4-dimethyl-2-oxo-2H-3,1-benzoxazin-6-yl)boronic acid). Product: CC1(C2=C(NC(O1)=O)C=CC(=C2)C2=CC=C(O2)C#N)C (5-(4,4-Dimethyl-2-oxo-1,4-dihydro-2H-benzo[d][1,3]oxazin-6-yl)-furan-2-carbonitrile). As a reaction SMILES: Br[C:2]1[O:3][C:4]([C:7]#[N:8])=[CH:5][CH:6]=1.[CH3:9][C:10]1([CH3:24])[C:15]2[CH:16]=[C:17](B(O)O)[CH:18]=[CH:19][C:14]=2[NH:13][C:12](=[O:23])[O:11]1>>[CH3:9][C:10]1([CH3:24])[O:11][C:12](=[O:23])[NH:13][C:14]2[CH:19]=[CH:18][C:17]([C:2]3[O:3][C:4]([C:7]#[N:8])=[CH:5][CH:6]=3)=[CH:16][C:15]1=2. Procedure details: The title compound was prepared according to the procedure B from 2-bromo-5-cyanofuran (1.0 g, 5.6 mmol) (J. Med. Chem. (1997), 40(23),3804-3819) and (1,4-dihydro-4,4-dimethyl-2-oxo-2H-3,1-benzoxazin-6-yl)boronic acid (1.8 g, 8.18 mmol) as a white solid (0.39 g, 1.45 mmol, 17%): mp. 257-260° C. 1H-NMR (DMSO-d6) δ 10.48 (s, 1H), 7.73-7.70 (m, 3H), 7.19 (d, 1H, J=3.8 Hz), 6.98 (d, 1H, J=8.9 Hz), 1.66 (s, 6H); MS ((+)−APCI) m/z=269 (M+H)+. The reactants are CS(=O)(=O)O (Methanesulfonic acid), C(=O)([O-])[O-].[K+].[K+] (K2CO3), C(=O)[O-].[Na+] (sodium formate), C(=O)(OC)C1=CC=C(C=C1)B(O)O (p-carbomethoxyphenyl boronic acid), Br.C(C1=CC=CC=C1)N(C[C@@H](COC1=CC=CC=C1)O)C[C@@H]1OC2=CC=C(C=C2CC1)Br ((2S)-1-(benzyl{[(2R)-6-bromo-3,4-dihydro-2H-chromen-2-yl]methyl}amino)-3-phenoxy-2-propanol hydrobromide). Reagents/catalysts: [Pd] (Pd-C), [Pd] (Pd/C). The solvent is O (water), C(C)(=O)OCC (ethyl acetate), C(C)OC(C)=O (ethylacetate), O (water), C(C)(C)O (isopropanol). Conditions: temperature 40 celsius. Yields the product CS(=O)(=O)O.O[C@@H](CNC[C@@H]1OC2=CC=C(C=C2CC1)C1=CC=C(C(=O)OC)C=C1)COC1=CC=CC=C1 (Methyl 4-[(2R)-2-({[(2S)-2-hydroxy-3-phenoxypropyl]amino}methyl)-3,4-dihydro-2H-chromen-6-yl]benzoate methanesulfonate). The yield is 25.0%. RXN SMILES: C([O-])([O-])=O.[K+].[K+].Br.C([N:15]([CH2:27][C@H:28]1[CH2:37][CH2:36][C:35]2[C:30](=[CH:31][CH:32]=[C:33](Br)[CH:34]=2)[O:29]1)[CH2:16][C@H:17]([OH:26])[CH2:18][O:19][C:20]1[CH:25]=[CH:24][CH:23]=[CH:22][CH:21]=1)C1C=CC=CC=1.[C:39]([C:43]1[CH:48]=[CH:47][C:46](B(O)O)=[CH:45][CH:44]=1)([O:41][CH3:42])=[O:40].C([O-])=O.[Na+].[CH3:56][S:57]([OH:60])(=[O:59])=[O:58]>O.[Pd].C(OCC)(=O)C.C(O)(C)C>[CH3:56][S:57]([OH:60])(=[O:59])=[O:58].[OH:26][C@H:17]([CH2:18][O:19][C:20]1[CH:21]=[CH:22][CH:23]=[CH:24][CH:25]=1)[CH2:16][NH:15][CH2:27][C@H:28]1[CH2:37][CH2:36][C:35]2[C:30](=[CH:31][CH:32]=[C:33]([C:46]3[CH:47]=[CH:48][C:43]([C:39]([O:41][CH3:42])=[O:40])=[CH:44][CH:45]=3)[CH:34]=2)[O:29]1 |f:0.1.2,3.4,6.7,13.14|. Reported procedure: In a 500-mL three-neck round bottom flask was dissolved K2CO3 (37.3 g, 270 mmol, 3.8 eq.) in 120 mL water. (2S)-1-(benzyl{[(2R)-6-bromo-3,4-dihydro-2H-chromen-2-yl]methyl}amino)-3-phenoxy-2-propanol hydrobromide (Example 86, 40 g, 180 mmol, 1.0 eq.) was then added. To the resulting suspension was then added 130 mL isopropanol, p-carbomethoxyphenyl boronic acid (20.5 g, 114 mmol, 1.6 eq.) and 10% Pd/C (3.77 g, 1.78 mmol, 0.025 eq.). The resulting suspension was heated at reflux for 4 hours, coole...